Dataset: the Open Reaction Database (ORD), a public repository of structured organic reaction records. Task: describe an organic reaction: reactants, conditions, products, and yield Reactants: solution, C(C(=O)Cl)(=O)Cl (oxalylchloride), N1=C(C=CC=C1C)C (2,6-lutidine), ClC=1C=C(C=CC1S(=O)(=O)C)[C@H](C(=O)NC1=NN(C=C1)C)CC1CCCC1 (3-[2(R)-(3-chloro-4-methanesulfonyl-phenyl)-3-cyclopentyl-propionylamino]-1-methyl-pyrazole), COC1=CC=C(CN2N=C(C=C2)N)C=C1 (1-(4-methoxy-benzyl)-1H-pyrazol-3-ylamine). The solvent is C(Cl)Cl (methylene chloride), C(Cl)Cl (methylene chloride). Reaction conditions: temperature 25 celsius, time 1 hour. The product is ClC=1C=C(C=CC1S(=O)(=O)C)[C@H](C(=O)NC1=NN(C=C1)CC1=CC=C(C=C1)OC)CC1CCCC1 (2(R)-(3-chloro-4-methanesulfonyl-phenyl)-3-cyclopentyl-N-[1-(4-methoxy-benzyl)-1H-pyrazol-3-yl]-propionamide). Yield: 59.4%. As a reaction SMILES: [Cl:1][C:2]1[CH:3]=[C:4]([C@@H:12]([CH2:22][CH:23]2[CH2:27][CH2:26][CH2:25][CH2:24]2)[C:13]([NH:15][C:16]2[CH:20]=[CH:19][N:18]([CH3:21])[N:17]=2)=[O:14])[CH:5]=[CH:6][C:7]=1[S:8]([CH3:11])(=[O:10])=[O:9].C(Cl)(=O)C(Cl)=O.N1C(C)=CC=CC=1C.[CH3:42][O:43][C:44]1[CH:56]=[CH:55][C:47](CN2C=CC(N)=N2)=[CH:46][CH:45]=1>C(Cl)Cl>[Cl:1][C:2]1[CH:3]=[C:4]([C@@H:12]([CH2:22][CH:23]2[CH2:24][CH2:25][CH2:26][CH2:27]2)[C:13]([NH:15][C:16]2[CH:20]=[CH:19][N:18]([CH2:21][C:47]3[CH:55]=[CH:56][C:44]([O:43][CH3:42])=[CH:45][CH:46]=3)[N:17]=2)=[O:14])[CH:5]=[CH:6][C:7]=1[S:8]([CH3:11])(=[O:10])=[O:9]. Procedure details: To a solution containing 2(R)-(3-chloro-4-methanesulfonyl-phenyl)-3-cyclopentyl-propionic acid (prepared as in PCT WO 2004/052869 A1, Example 1, 100 mg, 0.30 mmol) in methylene chloride (20 mL), was then added a 2.0 M solution of oxalylchloride in methylene chloride (181 μL, 0.36 mmol) at 0° C. and allowed to stir at 25° C. for 1 h, after which time 2,6-lutidine (70 μL, 0.61 mmol) was added to the solution at 0° C. After 1 h, the crude 1-(4-methoxy-benzyl)-1H-pyrazol-3-ylamine (0.42 mmol based o... The reactants are O=S(=O)(Cl)C1CC1, N#Cc1ccc(-c2cncc(N)c2)cc1Cl, c1ccncc1. Yields the product N#Cc1ccc(-c2cncc(NS(=O)(=O)C3CC3)c2)cc1Cl. As a reaction SMILES: [CH:17]1([S:20](=[O:21])(=[O:22])[Cl:23])[CH2:18][CH2:19]1.[NH2:1][c:2]1[cH:3][c:4](-[c:8]2[cH:9][c:10]([Cl:16])[c:11]([C:12]#[N:13])[cH:14][cH:15]2)[cH:5][n:6][cH:7]1.[cH:24]1[cH:25][cH:26][n:27][cH:28][cH:29]1>>[NH:1]([c:2]1[cH:3][c:4](-[c:8]2[cH:9][c:10]([Cl:16])[c:11]([C:12]#[N:13])[cH:14][cH:15]2)[cH:5][n:6][cH:7]1)[S:20]([CH:17]1[CH2:18][CH2:19]1)(=[O:21])=[O:22]. Starting materials: ClC1=NC2=CC=CC=C2C(=N1)N1CCN(CC1)C (2-chloro-4-(4-methylpiperazinyl)quinazoline), N1CCOCC1 (morpholine), C(C)O (ethanol), [OH-].[Na+] (sodium hydroxide). The solvent is O (water). Product: Cl.Cl.O1CCN(CC1)C1=NC2=CC=CC=C2C(=N1)N1CCN(CC1)C (2-morpholino-4-(4-methylpiperazinyl)quinazoline dihydrochloride). As a reaction SMILES: [Cl:1][C:2]1[N:11]=[C:10]([N:12]2[CH2:17][CH2:16][N:15]([CH3:18])[CH2:14][CH2:13]2)[C:9]2[C:4](=[CH:5][CH:6]=[CH:7][CH:8]=2)[N:3]=1.[NH:19]1[CH2:24][CH2:23][O:22][CH2:21][CH2:20]1.C(O)C.[OH-].[Na+]>O>[ClH:1].[ClH:1].[O:22]1[CH2:23][CH2:24][N:19]([C:2]2[N:11]=[C:10]([N:12]3[CH2:17][CH2:16][N:15]([CH3:18])[CH2:14][CH2:13]3)[C:9]3[C:4](=[CH:5][CH:6]=[CH:7][CH:8]=3)[N:3]=2)[CH2:20][CH2:21]1 |f:3.4,6.7.8|. Procedure: A mixture of 5 g of 2-chloro-4-(4-methylpiperazinyl)quinazoline, 5 ml of morpholine, and 10 ml of ethanol was refluxed for 16 hours. The reaction mixture was diluted with 200 ml of water, made alkaline with 10 ml of 50 percent aqueous sodium hydroxide solution, and extracted with ether. The ether extract was washed with water, dried over anhydrous sodium sulfate, filtered, and evaporated to dryness. The residue was dissolved in 500 ml of ether. The ethereal solution was treated with excess hydro... Reactants: NC1=NC=C(C(=O)O)C=C1[N+](=O)[O-] (6-amino-5-nitronicotinic acid), S(O)(O)(=O)=O (sulfuric acid), C(C)O (ethanol). The product is NC1=NC=C(C(=O)OCC)C=C1[N+](=O)[O-] (ethyl 6-amino-5-nitronicotinate). The yield is 73.0%. As a reaction SMILES: [NH2:1][C:2]1[C:10]([N+:11]([O-:13])=[O:12])=[CH:9][C:5]([C:6]([OH:8])=[O:7])=[CH:4][N:3]=1.S(=O)(=O)(O)O.[CH2:19](O)[CH3:20]>>[NH2:1][C:2]1[C:10]([N+:11]([O-:13])=[O:12])=[CH:9][C:5]([C:6]([O:8][CH2:19][CH3:20])=[O:7])=[CH:4][N:3]=1. Procedure: A solution of 6-amino-5-nitronicotinic acid (10 g) and concentrated sulfuric acid (20 ml) in ethanol (250 ml) was heated under reflux for 18 hr. The reaction mixture was concentrated, diluted with water and adjusted with sodium hydrogencarbonate to pH 8. The precipitated crystals were collected by filtration and washed with water to give the title compound (8.5 g, yield 73%) as yellow crystals. purity 84%. M+H: 212. Reactants: CC(C#C/C=C/CN(C)CC1=C(C=CC=C1)C(=C)C)(C)C (trans-N-(6,6-Dimethyl-2-hepten-4-ynyl)-N-methyl-(2-isopropenylbenzyl)amine), Cl (hydrogen chloride), C(C)(=O)OCC (ethyl acetate). Product: Cl.CC(C#C/C=C/CN(C)CC1=C(C=CC=C1)C(=C)C)(C)C (trans-N-(6,6-Dimethyl-2-hepten-4-ynyl)-N-methyl-(2-isopropenylbenzyl)amine Hydrochloride). Yield: 91.0%. As a reaction SMILES: [CH3:1][C:2]([CH3:21])([CH3:20])[C:3]#[C:4]/[CH:5]=[CH:6]/[CH2:7][N:8]([CH2:10][C:11]1[CH:16]=[CH:15][CH:14]=[CH:13][C:12]=1[C:17]([CH3:19])=[CH2:18])[CH3:9].[ClH:22].C(OCC)(=O)C>>[ClH:22].[CH3:1][C:2]([CH3:21])([CH3:20])[C:3]#[C:4]/[CH:5]=[CH:6]/[CH2:7][N:8]([CH2:10][C:11]1[CH:16]=[CH:15][CH:14]=[CH:13][C:12]=1[C:17]([CH3:19])=[CH2:18])[CH3:9] |f:3.4|. Procedure details: The procedure described in Example 19 was repeated, except that Compound 38 (360 mg; 1.28 mmol) and hydrogen chloride in ethyl acetate (4 N: 0.35 ml; 1.4 mmol) were used, to thereby yield 370 mg of the target compound (yield: 91.0%). The reactants are C(C)(=O)C(C(=O)OCC)(CCCCCCC(=O)OCC)CC=CC(CCCCC)OC(C)=O (diethyl 2-acetyl-2-(4-acetoxy-2-nonen-1-yl)azelate), [OH-].[Na+] (sodium hydroxide). The solvent is O (water), C(C)O (ethanol). Product: C(C)(=O)C(CCCCCCC(=O)O)C\C=C\C(CCCCC)O (8-Acetyl-12-hydroxy-(E)-10-heptadecenoic acid), crude product. RXN SMILES: [C:1]([C:4]([CH2:21][CH:22]=[CH:23][CH:24]([O:30]C(=O)C)[CH2:25][CH2:26][CH2:27][CH2:28][CH3:29])([CH2:10][CH2:11][CH2:12][CH2:13][CH2:14][CH2:15][C:16]([O:18]CC)=[O:17])C(OCC)=O)(=[O:3])[CH3:2].[OH-].[Na+]>O.C(O)C>[C:1]([CH:4]([CH2:21]/[CH:22]=[CH:23]/[CH:24]([OH:30])[CH2:25][CH2:26][CH2:27][CH2:28][CH3:29])[CH2:10][CH2:11][CH2:12][CH2:13][CH2:14][CH2:15][C:16]([OH:18])=[O:17])(=[O:3])[CH3:2] |f:1.2|. Reported procedure: A solution of diethyl 2-acetyl-2-(4-acetoxy-2-nonen-1-yl)azelate (22.9 g., 0.049 mole) and sodium hydroxide (15.7 g., 0.392 mole) in water (150 ml.) and ethanol (150 ml.) is boiled under reflux for 2 hours. Solvents are removed under reduced pressure, the residue is dissolved in water, and the solution extracted with ether. The aqueous layer is acidified with concentrated hydrochloric acid to the Congo Red endpoint. The crude product separates as an oil, weight 18.9 g. 8-Acetyl-12-hydroxy-(E)-10...